Dataset: the Open Reaction Database (ORD), a public repository of structured organic reaction records. Task: describe an organic reaction: reactants, conditions, products, and yield As a reaction SMILES: [CH2:12]([Cl:13])[Cl:14].[F:1][c:2]1[c:3]([C:4]#[N:5])[c:6]([F:10])[cH:7][cH:8][cH:9]1.[NH3:11]>>[F:1][c:2]1[c:3]([C:4]#[N:5])[c:6]([NH2:11])[cH:7][cH:8][cH:9]1. The product is N#Cc1c(N)cccc1F. Reactants: ClCCl, N#Cc1c(F)cccc1F, N. Yields the product O=C1C(c2ccccc2)Cc2cnc(Nc3ccccc3)nc2N1c1ccccc1. RXN SMILES: [CH3:1][O:2][C:3]([CH:4]([CH2:5][c:6]1[c:7]([NH:19][c:20]2[cH:21][cH:22][cH:23][cH:24][cH:25]2)[n:8][c:9]([NH:12][c:13]2[cH:14][cH:15][cH:16][cH:17][cH:18]2)[n:10][cH:11]1)[c:26]1[cH:27][cH:28][cH:29][cH:30][cH:31]1)=[O:32].[CH3:38][C:39](=[O:40])[OH:41].[CH3:42][CH2:43][O:44][C:45](=[O:46])[CH3:47].[S:33](=[O:34])(=[O:35])([OH:36])[OH:37]>>[O:2]=[C:3]1[CH:4]([c:26]2[cH:27][cH:28][cH:29][cH:30][cH:31]2)[CH2:5][c:6]2[c:7]([n:8][c:9]([NH:12][c:13]3[cH:14][cH:15][cH:16][cH:17][cH:18]3)[n:10][cH:11]2)[N:19]1[c:20]1[cH:21][cH:22][cH:23][cH:24][cH:25]1. Starting materials: COC(=O)C(Cc1cnc(Nc2ccccc2)nc1Nc1ccccc1)c1ccccc1, CC(=O)O, CCOC(C)=O, O=S(=O)(O)O. Starting materials: ClCCl, O=C(OO)c1cccc(Cl)c1, CN1CCC(n2cc(-c3cnc(N)c(-c4nc5ccccc5o4)c3)cn2)CC1. Product: C[N+]1([O-])CCC(n2cc(-c3cnc(N)c(-c4nc5ccccc5o4)c3)cn2)CC1. As a reaction SMILES: [Cl:40][CH2:41][Cl:42].[OH:1][O:2][C:3]([c:4]1[cH:5][c:6]([Cl:7])[cH:8][cH:9][cH:10]1)=[O:11].[o:12]1[c:13](-[c:21]2[c:22]([NH2:39])[n:23][cH:24][c:25](-[c:27]3[cH:28][n:29][n:30]([CH:32]4[CH2:33][CH2:34][N:35]([CH3:38])[CH2:36][CH2:37]4)[cH:31]3)[cH:26]2)[n:14][c:15]2[c:16]1[cH:17][cH:18][cH:19][cH:20]2>>[O-:1][N+:35]1([CH3:38])[CH2:34][CH2:33][CH:32]([n:30]2[n:29][cH:28][c:27](-[c:25]3[cH:24][n:23][c:22]([NH2:39])[c:21](-[c:13]4[o:12][c:16]5[c:15]([n:14]4)[cH:20][cH:19][cH:18][cH:17]5)[cH:26]3)[cH:31]2)[CH2:37][CH2:36]1. Starting materials: [N+](=O)([O-])C1=CC=C(C=C1)OC(\C=C\C=C(C1=CC(=CC=C1)F)C1=CC(=CC=C1)F)=O ((E)-5,5-bis-(3-fluorophenyl)-2,4-pentadienoic acid 4-nitrophenyl ester), N1=CC(=CC=C1)CCCCN (3-pyridinebutanamine). Run in O1CCCC1 (tetrahydrofurane). Yields the product FC=1C=C(C=CC1)C(=C/C=C/C(=O)NCCCCC=1C=NC=CC1)C1=CC(=CC=C1)F ((E)-5,5-bis(3-fluorophenyl)-N-[4-(3-pyridinyl)butyl]-2,4-pentadienamide). Yield: 90.0%. RXN SMILES: [N+](C1C=CC(O[C:11](=[O:30])/[CH:12]=[CH:13]/[CH:14]=[C:15]([C:23]2[CH:28]=[CH:27][CH:26]=[C:25]([F:29])[CH:24]=2)[C:16]2[CH:21]=[CH:20][CH:19]=[C:18]([F:22])[CH:17]=2)=CC=1)([O-])=O.[N:31]1[CH:36]=[CH:35][CH:34]=[C:33]([CH2:37][CH2:38][CH2:39][CH2:40][NH2:41])[CH:32]=1>O1CCCC1>[F:29][C:25]1[CH:24]=[C:23]([C:15]([C:16]2[CH:21]=[CH:20][CH:19]=[C:18]([F:22])[CH:17]=2)=[CH:14]/[CH:13]=[CH:12]/[C:11]([NH:41][CH2:40][CH2:39][CH2:38][CH2:37][C:33]2[CH:32]=[N:31][CH:36]=[CH:35][CH:34]=2)=[O:30])[CH:28]=[CH:27][CH:26]=1. Reported procedure: As in Example 134, a solution of (E)-5,5-bis-(3-fluorophenyl)-2,4-pentadienoic acid 4-nitrophenyl ester (25.85 g) and 3-pyridinebutanamine (10 g) in tetrahydrofurane (100 mL) was stirred for 18 hours at room temperature and was worked up in the usual manner. The crude product was purified by HPLC (ethyl acetate) and then crystallized from ethyl acetate-hexane to afford 23.9 g of (E)-5,5-bis(3-fluorophenyl)-N-[4-(3-pyridinyl)butyl]-2,4-pentadienamide mp 103°-104° C. Anal. Calculated for C26H24F2N... The reactants are CCO, CC(C)N1CCNCC1, ClCc1ccc(Cl)nc1, [K+], [K+], O=C([O-])[O-]. The product is CC(C)N1CCN(Cc2ccc(Cl)nc2)CC1. As a reaction SMILES: [CH3:25][CH2:26][OH:27].[CH:1]([CH3:2])([CH3:3])[N:4]1[CH2:5][CH2:6][NH:7][CH2:8][CH2:9]1.[Cl:10][c:11]1[n:12][cH:13][c:14]([CH2:17][Cl:18])[cH:15][cH:16]1.[K+:19].[K+:20].[O-:21][C:22]([O-:23])=[O:24]>>[CH:1]([CH3:2])([CH3:3])[N:4]1[CH2:5][CH2:6][N:7]([CH2:17][c:14]2[cH:13][n:12][c:11]([Cl:10])[cH:16][cH:15]2)[CH2:8][CH2:9]1. Reactants: O=C(OO)c1cccc(Cl)c1, CS(=O)c1ccc(N2CC(CN=[N+]=[N-])OC2=O)cc1F, [N-]=[N+]=NCC1CN(c2ccc(SCCF)c(F)c2)C(=O)O1. Yields the product [N-]=[N+]=NCC1CN(c2ccc(S(=O)CCF)c(F)c2)C(=O)O1. As a reaction SMILES: [Cl:42][c:43]1[cH:44][c:45]([C:49]([O:50][OH:51])=[O:52])[cH:46][cH:47][cH:48]1.[N:1](=[N+:2]=[N-:3])[CH2:4][CH:5]1[CH2:6][N:7]([c:11]2[cH:12][c:13]([F:20])[c:14]([S:17](=[O:18])[CH3:19])[cH:15][cH:16]2)[C:8](=[O:10])[O:9]1.[N:21]([CH2:22][CH:23]1[O:24][C:25](=[O:26])[N:27]([c:28]2[cH:29][cH:30][c:31]([S:32][CH2:33][CH2:39][F:40])[c:34]([F:35])[cH:36]2)[CH2:37]1)=[N+:38]=[N-:41]>>[N:1](=[N+:2]=[N-:3])[CH2:4][CH:5]1[CH2:6][N:7]([c:11]2[cH:12][c:13]([F:20])[c:14]([S:17](=[O:18])[CH2:19][CH2:39][F:40])[cH:15][cH:16]2)[C:8](=[O:10])[O:9]1. The reactants are CC(C)(C)C(=O)Cl, CO, CN(C)c1ccncc1, Nc1ncnc2c1ncn2C1CC=CO1, c1ccncc1. Product: CC(C)(C)C(=O)Nc1ncnc2c1ncn2C1CC=CO1. Reaction SMILES: [CH3:16][C:17]([C:18](=[O:19])[Cl:20])([CH3:21])[CH3:22].[CH3:23][OH:24].[CH3:25][N:26]([CH3:27])[c:28]1[cH:29][cH:30][n:31][cH:32][cH:33]1.[O:1]1[CH:2]([n:6]2[c:7]3[n:8][cH:9][n:10][c:11]([NH2:15])[c:12]3[n:13][cH:14]2)[CH2:3][CH:4]=[CH:5]1.[cH:34]1[cH:35][cH:36][n:37][cH:38][cH:39]1>>[O:1]1[CH:2]([n:6]2[c:7]3[n:8][cH:9][n:10][c:11]([NH:15][C:18]([C:17]([CH3:16])([CH3:21])[CH3:22])=[O:19])[c:12]3[n:13][cH:14]2)[CH2:3][CH:4]=[CH:5]1. Starting materials: NC(C(COC1=CC=CC=C1)O)C ((2RS,3RS)-3-amino-1-phenoxy-butan-2-ol), FC1=CC=C(C=C1)N1N=CC2=CC(=CC=C12)I (1-(4-fluorophenyl)-5-iodoindazole). Yields the product FC1=CC=C(C=C1)N1N=CC2=CC(=CC=C12)OC(C(C)N)COC1=CC=CC=C1 ((2RS, 3RS)-3-[1-(4-fluorophenyl)indazol-5-yl]oxy-4-phenoxy-butan-2-amine). As a reaction SMILES: [NH2:1][CH:2]([CH3:13])[CH:3]([OH:12])[CH2:4][O:5][C:6]1[CH:11]=[CH:10][CH:9]=[CH:8][CH:7]=1.[F:14][C:15]1[CH:20]=[CH:19][C:18]([N:21]2[C:29]3[C:24](=[CH:25][C:26](I)=[CH:27][CH:28]=3)[CH:23]=[N:22]2)=[CH:17][CH:16]=1>>[F:14][C:15]1[CH:16]=[CH:17][C:18]([N:21]2[C:29]3[C:24](=[CH:25][C:26]([O:12][CH:3]([CH2:4][O:5][C:6]4[CH:7]=[CH:8][CH:9]=[CH:10][CH:11]=4)[CH:2]([NH2:1])[CH3:13])=[CH:27][CH:28]=3)[CH:23]=[N:22]2)=[CH:19][CH:20]=1. Procedure: Prepared as described in Example 1 from (2RS,3RS)-3-amino-1-phenoxy-butan-2-ol (250 mg, 1.37 mmol), and 1-(4-fluorophenyl)-5-iodoindazole (557 mg, 1.64 mmol). Yield 157 mg (29 Starting materials: [F-].[K+] (KF), FC(C1=C(C(=C(C(=N1)C(F)(F)F)C(=O)OCC)Cl)C(=O)OC)F (3-Ethyl 5-methyl 6-(difluoromethyl)-4-chloro-2-(trifluoromethyl)-3,5-pyridinedicarboxylate), O (H2O). Reagents/catalysts: C1COCCOCCOCCOCCOCCO1 (18-crown-6). Solvent: CC#N (CH3CN). Conditions: time 30 minute. Yields the product FC(C1=C(C(=C(C(=N1)C(F)(F)F)C(=O)OCC)F)C(=O)OC)F (3-Ethyl 5-methyl 6-(difluoromethyl)-4-fluoro-2-(trifluoromethyl)-3,5-pyridinedicarboxylate). Isolated yield 97.8%. As a reaction SMILES: [F-:1].[K+].[F:3][CH:4]([F:25])[C:5]1[N:10]=[C:9]([C:11]([F:14])([F:13])[F:12])[C:8]([C:15]([O:17][CH2:18][CH3:19])=[O:16])=[C:7](Cl)[C:6]=1[C:21]([O:23][CH3:24])=[O:22].O>CC#N.C1OCCOCCOCCOCCOCCOC1>[F:3][CH:4]([F:25])[C:5]1[N:10]=[C:9]([C:11]([F:14])([F:13])[F:12])[C:8]([C:15]([O:17][CH2:18][CH3:19])=[O:16])=[C:7]([F:1])[C:6]=1[C:21]([O:23][CH3:24])=[O:22] |f:0.1|. Procedure details: The reagent was prepared by dissolving 0.37 g (0.001 mol) of 18-crown-6 in 30 ml of dry CH3CN (distilled over CaH2) and then adding 3.25 g (0.056 mol) of dry KF (dried in an oven at 50° C./67 Pa). After the heterogeneous system was mechanically stirred for 30 minutes, 10 g (0.028 mol) of product of Example 103 was added and the resulting mixture was refluxed for 6 days. The reaction mixture was poured into H2O, extracted with diethyl ether (2X), dried (MgSO4) and solvent removed in acuo affordin... The reactants are CC(C)(CO[Si](c1ccccc1)(c1ccccc1)C(C)(C)C)c1ncc(-c2cccc(N)c2)s1, O=C([O-])[O-], FC(F)(F)c1ccnc(Cl)n1, [Cs+], [Cs+], CC(=O)[O-], CC(=O)[O-], C1COCCO1, [Pd+2]. The product is CC(C)(CO[Si](c1ccccc1)(c1ccccc1)C(C)(C)C)c1ncc(-c2cccc(Nc3nccc(C(F)(F)F)n3)c2)s1. As a reaction SMILES: [C:1]([CH3:2])([CH3:3])([CH3:4])[Si:5]([O:6][CH2:7][C:8]([CH3:9])([CH3:10])[c:11]1[s:12][c:13](-[c:16]2[cH:17][c:18]([NH2:19])[cH:20][cH:21][cH:22]2)[cH:14][n:15]1)([c:23]1[cH:24][cH:25][cH:26][cH:27][cH:28]1)[c:29]1[cH:30][cH:31][cH:32][cH:33][cH:34]1.[C:35](=[O:36])([O-:37])[O-:38].[Cl:41][c:42]1[n:43][cH:44][cH:45][c:46]([C:48]([F:49])([F:50])[F:51])[n:47]1.[Cs+:39].[Cs+:40].[O-:59][C:60]([CH3:61])=[O:62].[O-:63][C:64]([CH3:65])=[O:66].[O:52]1[CH2:53][CH2:54][O:55][CH2:56][CH2:57]1.[Pd+2:58]>>[C:1]([CH3:2])([CH3:3])([CH3:4])[Si:5]([O:6][CH2:7][C:8]([CH3:9])([CH3:10])[c:11]1[s:12][c:13](-[c:16]2[cH:17][c:18]([NH:19][c:42]3[n:43][cH:44][cH:45][c:46]([C:48]([F:49])([F:50])[F:51])[n:47]3)[cH:20][cH:21][cH:22]2)[cH:14][n:15]1)([c:23]1[cH:24][cH:25][cH:26][cH:27][cH:28]1)[c:29]1[cH:30][cH:31][cH:32][cH:33][cH:34]1.